Dataset: the Open Reaction Database (ORD), a public repository of structured organic reaction records. Task: describe an organic reaction: reactants, conditions, products, and yield Starting materials: ClC1=CC(=C(C=C1)C1=CC(N(C=C1)CC[C@](C(=O)NOC1OCCCC1)(S(=O)(=O)C)C)=O)F ((2R)-4-[4-(4-chloro-2-fluorophenyl)-2-oxopyridin-1(2H)-yl]-2-methyl-2-(methylsulfonyl)-N-(tetrahydro-2H-pyran-2-yloxy)butanamide), Cl (HCl). Solvent: ClCCl (dichloromethane), O1CCOCC1 (dioxane), O (water). The product is ClC1=CC(=C(C=C1)C1=CC(N(C=C1)CC[C@](C(=O)NO)(S(=O)(=O)C)C)=O)F ((2R)-4-[4-(4-chloro-2-fluorophenyl)-2-oxopyridin-1(2H)-yl]-N-hydroxy-2-methyl-2-(methylsulfonyl)butanamide). Isolated yield 104.1%. RXN SMILES: [Cl:1][C:2]1[CH:7]=[CH:6][C:5]([C:8]2[CH:13]=[CH:12][N:11]([CH2:14][CH2:15][C@@:16]([CH3:31])([S:27]([CH3:30])(=[O:29])=[O:28])[C:17]([NH:19][O:20]C3CCCCO3)=[O:18])[C:10](=[O:32])[CH:9]=2)=[C:4]([F:33])[CH:3]=1.Cl>ClCCl.O1CCOCC1.O>[Cl:1][C:2]1[CH:7]=[CH:6][C:5]([C:8]2[CH:13]=[CH:12][N:11]([CH2:14][CH2:15][C@@:16]([CH3:31])([S:27]([CH3:30])(=[O:28])=[O:29])[C:17]([NH:19][OH:20])=[O:18])[C:10](=[O:32])[CH:9]=2)=[C:4]([F:33])[CH:3]=1. Reported procedure: (2R)-4-[4-(4-chloro-2-fluorophenyl)-2-oxopyridin-1(2H)-yl]-2-methyl-2-(methylsulfonyl)-N-(tetrahydro-2H-pyran-2-yloxy)butanamide (1188 mg impure material, 1 mmol) was dissolved in 3 mL of dichloromethane. To this solution was added 1 mL of 4M HCl in dioxane and 1 mL of water. The reaction was monitored for completion by LCMS. Upon completion, the reaction mixture was concentrated and redissolved in a minimal amount of dimethylsulfoxide and water and loaded onto a 5 g c18 guard-column. This mater... Reactants: C=Cc1cc(C(C)NC(=O)OC(C)(C)C)cc(F)c1NS(C)(=O)=O, ClCCl, Cc1ccccc1, O=C(O)C(F)(F)F. Product: C=Cc1cc(C(C)N)cc(F)c1NS(C)(=O)=O. Reaction SMILES: [C:1]([O:2][C:3](=[O:4])[NH:7][CH:8]([CH3:9])[c:10]1[cH:11][c:12]([F:23])[c:13]([NH:18][S:19](=[O:20])(=[O:21])[CH3:22])[c:14]([CH:16]=[CH2:17])[cH:15]1)([CH3:5])([CH3:6])[CH3:24].[CH2:32]([Cl:33])[Cl:34].[CH3:25][c:26]1[cH:27][cH:28][cH:29][cH:30][cH:31]1.[F:35][C:36]([F:37])([F:38])[C:39]([OH:40])=[O:41]>>[NH2:7][CH:8]([CH3:9])[c:10]1[cH:11][c:12]([F:23])[c:13]([NH:18][S:19](=[O:20])(=[O:21])[CH3:22])[c:14]([CH:16]=[CH2:17])[cH:15]1.